This data is from the Open Reaction Database (ORD), a public repository of structured organic reaction records. The task is: describe an organic reaction: reactants, conditions, products, and yield Starting materials: OCC=1C=CC2=C(SC3=C(CC2)C=CC=C3)C1 (3-hydroxymethyl-10,11-dihydrodibenzo[b,f]thiepin), ClC1=CC(=CC=C1)C(=O)OO (m-chloroperbenzoic acid), [OH-].[Ca+2].[OH-] (calcium hydroxide). The solvent is C(Cl)Cl (methylene chloride), C(Cl)Cl (methylene chloride). Run at time 2 hour. The product is OCC=1C=CC2=C(S(C3=C(CC2)C=CC=C3)=O)C1 (3-Hydroxymethyl-10,11-dihydrodibenzo[b,f]thiepin-5-oxide). RXN SMILES: [OH:1][CH2:2][C:3]1[CH:4]=[CH:5][C:6]2[CH2:12][CH2:11][C:10]3[CH:13]=[CH:14][CH:15]=[CH:16][C:9]=3[S:8][C:7]=2[CH:17]=1.ClC1C=CC=C(C(OO)=[O:26])C=1.[OH-].[Ca+2].[OH-]>C(Cl)Cl>[OH:1][CH2:2][C:3]1[CH:4]=[CH:5][C:6]2[CH2:12][CH2:11][C:10]3[CH:13]=[CH:14][CH:15]=[CH:16][C:9]=3[S:8](=[O:26])[C:7]=2[CH:17]=1 |f:2.3.4|. Reported procedure: Dissolve 2 gm. of 3-hydroxymethyl-10,11-dihydrodibenzo[b,f]thiepin in 200 ml. of methylene chloride at room temperature. Add 1.7 gm. of m-chloroperbenzoic acid. Stir at room temperature for 2 hours. Add 4 gm. of calcium hydroxide and 50 ml. of methylene chloride. Continue stirring for 15 minutes. Filter through celite and evaporate the filtrate to dryness. Crystallize the residue from toluene to obtain the title product (m.p., 144°-146° C.). Reactants: CN1CCCN(C(=O)CC(Cc2cc(F)c(F)cc2F)NC(=O)OC(C)(C)C)C(Cc2ccccc2)C1=O, Cl, C1COCCO1. The product is Cl, CN1CCCN(C(=O)CC(N)Cc2cc(F)c(F)cc2F)C(Cc2ccccc2)C1=O. As a reaction SMILES: [C:1]([O:2][C:3](=[O:4])[NH:8][CH:9]([CH2:10][C:11](=[O:12])[N:13]1[CH:14]([CH2:22][c:23]2[cH:24][cH:25][cH:26][cH:27][cH:28]2)[C:15](=[O:21])[N:16]([CH3:20])[CH2:17][CH2:18][CH2:19]1)[CH2:29][c:30]1[c:31]([F:38])[cH:32][c:33]([F:37])[c:34]([F:36])[cH:35]1)([CH3:5])([CH3:6])[CH3:7].[ClH:39].[O:40]1[CH2:41][CH2:42][O:43][CH2:44][CH2:45]1>>[ClH:39].[NH2:8][CH:9]([CH2:10][C:11](=[O:12])[N:13]1[CH:14]([CH2:22][c:23]2[cH:24][cH:25][cH:26][cH:27][cH:28]2)[C:15](=[O:21])[N:16]([CH3:20])[CH2:17][CH2:18][CH2:19]1)[CH2:29][c:30]1[c:31]([F:38])[cH:32][c:33]([F:37])[c:34]([F:36])[cH:35]1. Reactants: N1=C(C=CC=C1)C=1C=C(C=O)C=CC1 (3-pyridin-2-yl-benzaldehyde), [BH4-].[Na+] (sodium borohydride), [N+](=O)([O-])C (nitromethane), C(C)(=O)[O-].[NH4+] (ammonium acetate). The solvent is O (Water), C(C)(=O)O (acetic acid), O (water). Reaction conditions: temperature 100 celsius, time 2 hour. The product is [N+](=O)([O-])CCC=1C=C(C=CC1)C1=NC=CC=C1 (2-(3-(2-Nitro-ethyl)-phenyl)-pyridine). Isolated yield 71.2%. As a reaction SMILES: [N:1]1[CH:6]=[CH:5][CH:4]=[CH:3][C:2]=1[C:7]1[CH:8]=[C:9]([CH:12]=[CH:13][CH:14]=1)[CH:10]=O.[N+:15]([CH3:18])([O-:17])=[O:16].C([O-])(=O)C.[NH4+].[BH4-].[Na+]>O.C(O)(=O)C>[N+:15]([CH2:18][CH2:10][C:9]1[CH:8]=[C:7]([C:2]2[CH:3]=[CH:4][CH:5]=[CH:6][N:1]=2)[CH:14]=[CH:13][CH:12]=1)([O-:17])=[O:16] |f:2.3,4.5|. Procedure: To a mixture of 3-pyridin-2-yl-benzaldehyde (290 mg, 1.6 mmol) described in Manufacturing Example 84-1-1 and acetic acid (5 mL) were added nitromethane (0.65 mL, 12 mmol) and ammonium acetate (370 mg, 4.8 mmol), which was stirred for 2 hours at 100° C. The reaction mixture was cooled to room temperature and water was added, followed by extraction with ethyl acetate. The organic layer was washed with saturated aqueous sodium chloride and dried over anhydrous magnesium sulfate, and the solvent was... Starting materials: BrC1=NC2=CC=C(N=C2C=C1)Br (2,6-dibromo-1,5-naphthyridine), C[O-].[Na+] (sodium methoxide). Run in CO (methanol), CO (methanol). Run at temperature 0 celsius, time 3 hour. Product: BrC1=NC2=CC=C(N=C2C=C1)OC (2-Bromo-6-methoxy-1,5-naphthyridine). Reaction SMILES: [Br:1][C:2]1[CH:11]=[CH:10][C:9]2[C:4](=[CH:5][CH:6]=[C:7](Br)[N:8]=2)[N:3]=1.[CH3:13][O-:14].[Na+]>CO>[Br:1][C:2]1[CH:11]=[CH:10][C:9]2[C:4](=[CH:5][CH:6]=[C:7]([O:14][CH3:13])[N:8]=2)[N:3]=1 |f:1.2|. Procedure: A 3-necked roundbottom flask was charged with a solution of 2,6-dibromo-1,5-naphthyridine (39 g, 135.42 mmol) in methanol (150 ml). The mixture was cooled to 0° C. and a solution of sodium methoxide (8.77 g, 162.41 mmol) in methanol (50 ml) was added dropwise. The resulting solution was allowed to react, with stirring, for three hours at 0° C. The reaction mixture was cooled to <0° C. and a solid precipitated. The mixture was filtered and the filtrated was quenched by the addition of 500 ml of i... Starting materials: CSC1=C(C(=O)O)C=C(C=C1)N1N=NN=C1 (2-methylthio-5-(1H-tetrazol-1-yl)benzoic acid), O (water), OO (hydrogen peroxide), C(C)(=O)O (acetic acid). Conditions: temperature 100 celsius, time 2 hour. Yields the product CS(=O)(=O)C1=C(C(=O)O)C=C(C=C1)N1N=NN=C1 (2-Methylsulfonyl-5-(1H-tetrazol-1-yl)benzoic Acid). As a reaction SMILES: [CH3:1][S:2][C:3]1[CH:11]=[CH:10][C:9]([N:12]2[CH:16]=[N:15][N:14]=[N:13]2)=[CH:8][C:4]=1[C:5]([OH:7])=[O:6].OO.C(O)(=[O:21])C.[OH2:23]>>[CH3:1][S:2]([C:3]1[CH:11]=[CH:10][C:9]([N:12]2[CH:16]=[N:15][N:14]=[N:13]2)=[CH:8][C:4]=1[C:5]([OH:7])=[O:6])(=[O:21])=[O:23]. Reported procedure: Combine 2-methylthio-5-(1H-tetrazol-1-yl)benzoic acid (0.68 g, 0.29 mmol), 30% hydrogen peroxide (3 mL) and glacial acetic acid (20 mL). After 2 hours, heat to 100° C. After 2 hours, cool to ambient temperature and add water (250 mL) to give a solid. Collect the solid by filtration and dry to give the title compound: Rf=0.21 (silica gel, 10% methanol/85% dichloromethane/5% acetic acid). Reactants: S(=O)(Cl)Cl (thionyl chloride), S(=O)(Cl)Cl (thionyl chloride), N1=CNC2=C1C=CC=C2C(=O)O (benzimidazole-4-carboxylic acid), N1=CNC2=C1C=CC=C2C(=O)O (benzimidazole-4-carboxylic acid). The product is N1=CNC2=C1C=CC=C2C(=O)Cl (benzimidazole-4-carbonyl chloride). Reaction SMILES: [N:1]1[C:5]2[CH:6]=[CH:7][CH:8]=[C:9]([C:10]([OH:12])=O)[C:4]=2[NH:3][CH:2]=1.S(Cl)([Cl:15])=O>>[N:1]1[C:5]2[CH:6]=[CH:7][CH:8]=[C:9]([C:10]([Cl:15])=[O:12])[C:4]=2[NH:3][CH:2]=1. Procedure details: The above reaction conditions are as follows: benzimidazole-4-carboxylic acid is reated with thionyl chloride at temperature of 0˜80° C. in a molar molecular ratio of thionyl chloride to benzimidazole-4-carboxylic acid is 1˜20 times, to produce benzimidazole-4-carbonyl chloride, and then benzimidazole-4-carbonyl chloride is reacted with an amine in an organic solvent at temperature of 0˜100° C. to produce benzimidazole-4-carboxamide derivatives. Wherein the organic solvent comprises dichloroetha... Reactants: O (water), FC1=C2C3C(COC2=C(C=C1)F)O3 (5,8-Difluoro-2H-chromene oxide), ClC1=CC=C(C=C1)S (4-Chloro-benzenethiol), InCl3. Run in C(Cl)Cl (DCM), C(Cl)Cl (DCM). Reaction conditions: time 8 hour. Yields the product ClC1=CC=C(C=C1)SC1C(COC2=C(C=CC(=C12)F)F)O (4-(4-Chloro-phenylsulfanyl)-5,8-difluoro-chroman-3-ol). Reaction SMILES: [F:1][C:2]1[CH:11]=[CH:10][C:9]([F:12])=[C:8]2[C:3]=1[CH:4]1[O:13][CH:5]1[CH2:6][O:7]2.[Cl:14][C:15]1[CH:20]=[CH:19][C:18]([SH:21])=[CH:17][CH:16]=1.O>C(Cl)Cl>[Cl:14][C:15]1[CH:20]=[CH:19][C:18]([S:21][CH:4]2[C:3]3[C:8](=[C:9]([F:12])[CH:10]=[CH:11][C:2]=3[F:1])[O:7][CH2:6][CH:5]2[OH:13])=[CH:17][CH:16]=1. Procedure: 5,8-Difluoro-2H-chromene oxide (23 g, 0.125 mole) and 4-Chloro-benzenethiol (18.1 g, 0.125 mmole) were dissolved in 500 ml DCM and InCl3 (2.9 g, 0.013 mole) was added. The reaction was stirred at room temperature overnight. 200 ml DCM and 200 ml water were added. The organic layer washed with brine, dried over Na2SO4 and concentrated. The product was purified by column chromatography (EtOAc/hexane from 0/100 to 50/50 in 55 minute). Yield: 23.2 g, 57%. 1H NMR (CDCl3 400 MHz δ 7.48 (d, J=8.8 Hz, 2... The reactants are OBO, CC(C)c1cc(Br)c2ncccc2c1, O=C([O-])[O-], CCO, O=[N+]([O-])c1ccccc1, [Na+], [Na+], c1ccccc1. The product is CC(C)c1cc(-c2cccc([N+](=O)[O-])c2)c2ncccc2c1. RXN SMILES: [BH:15]([OH:16])[OH:17].[Br:1][c:2]1[cH:3][c:4]([CH:12]([CH3:13])[CH3:14])[cH:5][c:6]2[cH:7][cH:8][cH:9][n:10][c:11]12.[C:27](=[O:28])([O-:29])[O-:30].[CH2:39]([OH:40])[CH3:41].[N+:18](=[O:19])([O-:20])[c:21]1[cH:22][cH:23][cH:24][cH:25][cH:26]1.[Na+:31].[Na+:32].[cH:33]1[cH:34][cH:35][cH:36][cH:37][cH:38]1>>[c:2]1(-[c:25]2[cH:24][cH:23][cH:22][c:21]([N+:18](=[O:19])[O-:20])[cH:26]2)[cH:3][c:4]([CH:12]([CH3:13])[CH3:14])[cH:5][c:6]2[cH:7][cH:8][cH:9][n:10][c:11]12. The reactants are Cc1cc(C2Nc3ccc(C(=O)O)cc3CC2(C)C)cc(N2CCOCC2)c1, CS(N)(=O)=O, CN(C)c1ccncc1, ClCCl. Yields the product Cc1cc(C2Nc3ccc(C(=O)NS(C)(=O)=O)cc3CC2(C)C)cc(N2CCOCC2)c1. Reaction SMILES: [CH3:1][C:2]1([CH3:28])[CH:3]([c:15]2[cH:16][c:17]([CH3:27])[cH:18][c:19]([N:21]3[CH2:22][CH2:23][O:24][CH2:25][CH2:26]3)[cH:20]2)[NH:4][c:5]2[cH:6][cH:7][c:8]([C:12](=[O:13])[OH:14])[cH:9][c:10]2[CH2:11]1.[CH3:29][S:30](=[O:31])(=[O:32])[NH2:33].[CH3:34][N:35]([CH3:36])[c:37]1[cH:38][cH:39][n:40][cH:41][cH:42]1.[Cl:43][CH2:44][Cl:45]>>[CH3:1][C:2]1([CH3:28])[CH:3]([c:15]2[cH:16][c:17]([CH3:27])[cH:18][c:19]([N:21]3[CH2:22][CH2:23][O:24][CH2:25][CH2:26]3)[cH:20]2)[NH:4][c:5]2[cH:6][cH:7][c:8]([C:12](=[O:14])[NH:33][S:30]([CH3:29])(=[O:31])=[O:32])[cH:9][c:10]2[CH2:11]1.